From a dataset of the Open Reaction Database (ORD), a public repository of structured organic reaction records. describe an organic reaction: reactants, conditions, products, and yield The reactants are C(C)(C)(C)OC(=O)N1CC(CCC1)NC(CCCCCCC\C=C/CCCCCCCC)=O (1-(t-butoxycarbonyl)-3-(oleoylamino)piperidine), C([O-])([O-])=O.[Na+].[Na+] (sodium carbonate). The solvent is FC(C(=O)O)(F)F.C(Cl)Cl (trifluoroacetic acid methylene chloride), C(C)(=O)OCC (ethyl acetate). Product: C(CCCCCCC\C=C/CCCCCCCC)(=O)NC1CNCCC1 (3-Oleoylaminopiperidine). The yield is 91198.7%. RXN SMILES: C(OC([N:8]1[CH2:13][CH2:12][CH2:11][CH:10]([NH:14][C:15](=[O:33])[CH2:16][CH2:17][CH2:18][CH2:19][CH2:20][CH2:21][CH2:22]/[CH:23]=[CH:24]\[CH2:25][CH2:26][CH2:27][CH2:28][CH2:29][CH2:30][CH2:31][CH3:32])[CH2:9]1)=O)(C)(C)C.C(=O)([O-])[O-].[Na+].[Na+]>FC(F)(F)C(O)=O.C(Cl)Cl.C(OCC)(=O)C>[C:15]([NH:14][CH:10]1[CH2:11][CH2:12][CH2:13][NH:8][CH2:9]1)(=[O:33])[CH2:16][CH2:17][CH2:18][CH2:19][CH2:20][CH2:21][CH2:22]/[CH:23]=[CH:24]\[CH2:25][CH2:26][CH2:27][CH2:28][CH2:29][CH2:30][CH2:31][CH3:32] |f:1.2.3,4.5|. Procedure: A solution 464 mg of 1-(t-butoxycarbonyl)-3-(oleoylamino)piperidine in 6 ml of 50% trifluoroacetic acid-methylene chloride was stirred at room temperature for 1 hour. After completion of the reaction, the solvent was distilled off. The residue obtained was dissolved in 20 ml of ethyl acetate. After adding saturated aqueous sodium carbonate solution to the solution to neutralize it, the organic layer was separated. The organic layer was washed with saturated saline, and dried over anhydrous sodiu... The reactants are BrC1=CC=C(C=C1)C1=C(C(=NO1)C)C(CC=C)O (1-[5-(4-bromo-phenyl)-3-methyl-isoxazol-4-yl]-but-3-en-1-ol), C(C)OC(=O)C1(CC1)C1=CC=C(C=C1)B1OC(C(O1)(C)C)(C)C (1-[4-(4,4,5,5-tetramethyl-[1,3,2]dioxaborolan-2-yl)-phenyl]-cyclopropanecarboxylic acid ethyl ester). The reagents and catalysts are Cl[Pd]([P](C1=CC=CC=C1)(C2=CC=CC=C2)C3=CC=CC=C3)([P](C4=CC=CC=C4)(C5=CC=CC=C5)C6=CC=CC=C6)Cl (dichlorobis(triphenylphosphine)palladium(II)). Yields the product C(C)OC(=O)C1(CC1)C1=CC=C(C=C1)C1=CC=C(C=C1)C1=C(C(=NO1)C)C(CC=C)O (1-{4′-[4-(1-Hydroxy-but-3-enyl)-3-methyl-isoxazol-5-yl]-biphenyl-4-yl}-cyclopropanecarboxylic acid ethyl ester). As a reaction SMILES: Br[C:2]1[CH:7]=[CH:6][C:5]([C:8]2[O:12][N:11]=[C:10]([CH3:13])[C:9]=2[CH:14]([OH:18])[CH2:15][CH:16]=[CH2:17])=[CH:4][CH:3]=1.[CH2:19]([O:21][C:22]([C:24]1([C:27]2[CH:32]=[CH:31][C:30](B3OC(C)(C)C(C)(C)O3)=[CH:29][CH:28]=2)[CH2:26][CH2:25]1)=[O:23])[CH3:20]>Cl[Pd](Cl)([P](C1C=CC=CC=1)(C1C=CC=CC=1)C1C=CC=CC=1)[P](C1C=CC=CC=1)(C1C=CC=CC=1)C1C=CC=CC=1>[CH2:19]([O:21][C:22]([C:24]1([C:27]2[CH:32]=[CH:31][C:30]([C:2]3[CH:7]=[CH:6][C:5]([C:8]4[O:12][N:11]=[C:10]([CH3:13])[C:9]=4[CH:14]([OH:18])[CH2:15][CH:16]=[CH2:17])=[CH:4][CH:3]=3)=[CH:29][CH:28]=2)[CH2:25][CH2:26]1)=[O:23])[CH3:20] |^1:44,63|. Procedure: Prepared according to the procedure described in Example 3, Step 5, using dichlorobis(triphenylphosphine)palladium(II) as the catalyst and using 1-[5-(4-bromo-phenyl)-3-methyl-isoxazol-4-yl]-but-3-en-1-ol and 1-[4-(4,4,5,5-tetramethyl-[1,3,2]dioxaborolan-2-yl)-phenyl]-cyclopropanecarboxylic acid ethyl ester.